This data is from the Open Reaction Database (ORD), a public repository of structured organic reaction records. The task is: describe an organic reaction: reactants, conditions, products, and yield The reactants are ClC=1C=NC=2N(C1)N=C(C2)C(=O)O (6-chloro-pyrazolo[1,5-a]pyrimidine-2-carboxylic acid), N1(CCOCC1)C1=C2CCNCC2=CC=C1 (5-morpholin-4-yl-1,2,3,4-tetrahydro-isoquinoline). The product is ClC=1C=NC=2N(C1)N=C(C2)C(=O)N2CC1=CC=CC(=C1CC2)N2CCOCC2 ((6-Chloro-pyrazolo[1,5-a]pyrimidin-2-yl)-(5-morpholin-4-yl-3,4-dihydro-1H-isoquinolin-2-yl)-methanone). As a reaction SMILES: [Cl:1][C:2]1[CH:3]=[N:4][C:5]2[N:6]([N:8]=[C:9]([C:11]([OH:13])=O)[CH:10]=2)[CH:7]=1.[N:14]1([C:20]2[CH:29]=[CH:28][CH:27]=[C:26]3[C:21]=2[CH2:22][CH2:23][NH:24][CH2:25]3)[CH2:19][CH2:18][O:17][CH2:16][CH2:15]1>>[Cl:1][C:2]1[CH:3]=[N:4][C:5]2[N:6]([N:8]=[C:9]([C:11]([N:24]3[CH2:23][CH2:22][C:21]4[C:26](=[CH:27][CH:28]=[CH:29][C:20]=4[N:14]4[CH2:19][CH2:18][O:17][CH2:16][CH2:15]4)[CH2:25]3)=[O:13])[CH:10]=2)[CH:7]=1. Procedure: In close analogy to the procedure described in Example 1, 6-chloro-pyrazolo[1,5-a]pyrimidine-2-carboxylic acid is reacted with 5-morpholin-4-yl-1,2,3,4-tetrahydro-isoquinoline to provide the title compound in moderate yield.